From a dataset of the Open Reaction Database (ORD), a public repository of structured organic reaction records. describe an organic reaction: reactants, conditions, products, and yield Starting materials: CS(=O)(=O)NC1=CC2=C(NC(=NS2(=O)=O)CC(=O)O)C=C1 ((7-methanesulfonylamino-1,1-dioxo-1,4-dihydro-1λ6-benzo[1,2,4]thiadiazin-3-yl)-acetic acid), C(C)OC(=O)[C@H]1[C@H](CCC1)NCC1=CC=C(C=C1)F (cis-2-(4-fluoro-benzylamino)-cyclopentanecarboxylic acid ethyl ester), solution, C1(CCCCC1)N=C=NC1CCCCC1 (N,N′-dicyclohexylcarbodiimide). Solvent: CN(C=O)C (N,N-dimethylformamide), CN(C=O)C (N,N-dimethylformamide). Conditions: temperature 25 celsius, time 16 hour. Yields the product C(C)OC(=O)[C@H]1[C@H](CCC1)N(C(CC1=NS(C2=C(N1)C=CC(=C2)NS(=O)(=O)C)(=O)=O)=O)CC2=CC=C(C=C2)F (cis-2-{(4-fluoro-benzyl)-[2-(7-methanesulfonylamino-1,1-dioxo-1,4-dihydro-1λ6-benzo[1,2,4]thiadiazin-3-yl)-acetyl]-amino}-cyclopentanecarboxylic acid ethyl ester). Isolated yield 28.6%. Reaction SMILES: [CH3:1][S:2]([NH:5][C:6]1[CH:21]=[CH:20][C:9]2[NH:10][C:11]([CH2:16][C:17]([OH:19])=O)=[N:12][S:13](=[O:15])(=[O:14])[C:8]=2[CH:7]=1)(=[O:4])=[O:3].[CH2:22]([O:24][C:25]([C@@H:27]1[CH2:31][CH2:30][CH2:29][C@@H:28]1[NH:32][CH2:33][C:34]1[CH:39]=[CH:38][C:37]([F:40])=[CH:36][CH:35]=1)=[O:26])[CH3:23].C1(N=C=NC2CCCCC2)CCCCC1>CN(C)C=O>[CH2:22]([O:24][C:25]([C@@H:27]1[CH2:31][CH2:30][CH2:29][C@@H:28]1[N:32]([CH2:33][C:34]1[CH:35]=[CH:36][C:37]([F:40])=[CH:38][CH:39]=1)[C:17](=[O:19])[CH2:16][C:11]1[NH:10][C:9]2[CH:20]=[CH:21][C:6]([NH:5][S:2]([CH3:1])(=[O:3])=[O:4])=[CH:7][C:8]=2[S:13](=[O:14])(=[O:15])[N:12]=1)=[O:26])[CH3:23]. Reported procedure: To a solution of (7-methanesulfonylamino-1,1-dioxo-1,4-dihydro-1λ6-benzo[1,2,4]thiadiazin-3-yl)-acetic acid (prepared as described in Example 1j, 0.140 g, 0.241 mmol) and cis-2-(4-fluoro-benzylamino)-cyclopentanecarboxylic acid ethyl ester (0.064 g, 0.241 mmol) in N,N-dimethylformamide (10 mL) was added a 2.0 M solution of N,N′-dicyclohexylcarbodiimide in N,N-dimethylformamide (121 μL, 0.241 mmol) and the reaction mixture was stirred at 25° C. for 16 h. The solvent was removed in vacuo and the r... Reactants: C(C1=CC=CC=C1)OC=1C=C2C(CC(OC2=CC1)(C)C)N(S(=O)(=O)CC)C (N-[6-benzyloxy-2,2-dimethylchroman-4-yl]-N-methylethanesulfonamide). The reagents and catalysts are [Pd].[C] (Pd carbon). Run in C1CCOC1.CO (THF methanol). Product: CC1(OC2=CC=C(C=C2C(C1)N(S(=O)(=O)CC)C)O)C (N-[2,2-Dimethyl-6-hydroxychroman-4-yl]-N-methylethanesulfonamide). Reaction SMILES: C([O:8][C:9]1[CH:10]=[C:11]2[C:16](=[CH:17][CH:18]=1)[O:15][C:14]([CH3:20])([CH3:19])[CH2:13][CH:12]2[N:21]([CH3:27])[S:22]([CH2:25][CH3:26])(=[O:24])=[O:23])C1C=CC=CC=1>C1COCC1.CO.[Pd].[C]>[CH3:20][C:14]1([CH3:19])[CH2:13][CH:12]([N:21]([CH3:27])[S:22]([CH2:25][CH3:26])(=[O:24])=[O:23])[C:11]2[C:16](=[CH:17][CH:18]=[C:9]([OH:8])[CH:10]=2)[O:15]1 |f:1.2,3.4|. Reported procedure: 7.2 g (18.5 mmol) of N-[6-benzyloxy-2,2-dimethylchroman-4-yl]-N-methylethanesulfonamide were dissolved in 150 ml of THF/methanol (1:1) and hydrogenated in a shaking duck using Pd/carbon. After absorption of hydrogen was complete, the catalyst was filtered off with suction, the filtrate was concentrated and the residue was crystallized using diisopropyl ether, 5.0 g, m.p. 160-162° C. The reactants are I[C@H]1[C@H]2C[C@@H](CC1)C(=O)O2 ((1R*,3R*,4R*)-4-iodocyclohexane-1,3-carbolactone), I (HI), C1(CC=CCC1)C(=O)O (cyclohex-3-ene carboxylic acid), N12CCCCCC2=NCCC1 (DBU), [C@@H]12CC=C[C@H](C1)OC2=O ((1R*,5S*)-cyclohex-3-ene-1,5-carbolactone), [OH-].[K+] (potassium hydroxide). Run in C(C)O (ethanol). The product is O[C@H]1C=CC[C@H](C1)C(=O)OCC (ethyl (1R*,5R*)5-hydroxycyclohex-3-ene carboxylate). RXN SMILES: I[C@@H:2]1[CH2:7][CH2:6][C@H:5]2[C:8]([O:10][C@@H:3]1[CH2:4]2)=[O:9].[CH:11]1(C(O)=O)CCC=C[CH2:12]1.N12CCCN=C1CCCCC2.I.[C@H]12C(=O)[O:38][C@@H](C1)C=CC2.[OH-].[K+]>C(O)C>[OH:10][C@@H:3]1[CH2:4][C@H:5]([C:8]([O:9][CH2:11][CH3:12])=[O:38])[CH2:6][CH:7]=[CH:2]1 |f:5.6|. Reported procedure: The title compound was prepared, in racemic form, by generating (1R*,3R*,4R*)-4-iodocyclohexane-1,3-carbolactone from cyclohex-3-ene carboxylic acid, which was then treated with the base DBU (1,8-diazabicyclo[5.4.0]undec-7-ene) to eliminate HI. The resultant (1R*,5S*)-cyclohex-3-ene-1,5-carbolactone was then treated with potassium hydroxide dissolved in ethanol to yield the title compound (Marshall, J. A., and Shiping, X., 1995) Starting materials: O (water), P12(=S)SP3(=S)SP(=S)(S1)SP(=S)(S2)S3 (Phosphorus pentasulphide), FC(C1=CC2=C(C(NC3=C(S2(=O)=O)C=CCC3)=O)C=C1)(F)F (3-trifluoromethyl-9,10-dihydrodibenzo [b,f][1,4]thiazepin-11-one-5,5dioxide), P12(=S)SP3(=S)SP(=S)(S1)SP(=S)(S2)S3 (phosphorus pentasulphide). Solvent: N1=CC=CC=C1 (pyridine). Yields the product FC(C1=CC2=C(C(NC3=C(S2(=O)=O)C=CC=C3)=S)C=C1)(F)F (3-Trifluoromethyl-10,11-dihydrodibenzo[b,f][1,4]thiazepin-11-thione-5,5-dioxide). Yield: 84.2%. As a reaction SMILES: P12(SP3(SP(SP(S3)(S1)=S)(=S)S2)=S)=[S:2].[F:15][C:16]([F:36])([F:35])[C:17]1[CH:34]=[CH:33][C:20]2[C:21](=O)[NH:22][C:23]3[CH2:31][CH2:30][CH:29]=[CH:28][C:24]=3[S:25](=[O:27])(=[O:26])[C:19]=2[CH:18]=1.O>N1C=CC=CC=1>[F:15][C:16]([F:36])([F:35])[C:17]1[CH:34]=[CH:33][C:20]2[C:21](=[S:2])[NH:22][C:23]3[CH:31]=[CH:30][CH:29]=[CH:28][C:24]=3[S:25](=[O:27])(=[O:26])[C:19]=2[CH:18]=1. Procedure details: Phosphorus pentasulphide (1 g) was added to a solution of 3-trifluoromethyl-9,10-dihydrodibenzo [b,f][1,4]thiazepin-11-one-5,5dioxide (1 g, 3 mmol) in pyridine (20 ml) and heated under reflux for 6.5 hr. A further 500 mg of phosphorus pentasulphide was added and the mixture heated for a further 6 hr before being allowed to cool overnight. The mixture was added to hot water (100 ml) with stirring. Filtration of the cooled mixture and recrystallisation from ethanol gave the title compound as a yel... The reactants are NCC1=CC(=C(C(=C1)C=C)NS(=O)(=O)C)F (N-(4-Aminomethyl-2-fluoro-6-vinylphenyl)methanesulfonamide), C(C)(C)(C)C1=CC=C(C=C1)N=C=O (1-tert-butyl-4-isocyanatobenzene), TEA. Solvent: C(Cl)Cl (methylene chloride). Conditions: time 12 hour. Product: C(C)(C)(C)C1=CC=C(C=C1)NC(NCC1=CC(=C(C(=C1)C=C)NS(=O)(=O)C)F)=O (N-{4-[3-(4-tert-Butylphenyl)ureidomethyl]-2-fluoro-6-vinylphenyl}methanesulfonamide). Isolated yield 56.6%. As a reaction SMILES: [NH2:1][CH2:2][C:3]1[CH:8]=[C:7]([CH:9]=[CH2:10])[C:6]([NH:11][S:12]([CH3:15])(=[O:14])=[O:13])=[C:5]([F:16])[CH:4]=1.[C:17]([C:21]1[CH:26]=[CH:25][C:24]([N:27]=[C:28]=[O:29])=[CH:23][CH:22]=1)([CH3:20])([CH3:19])[CH3:18]>C(Cl)Cl>[C:17]([C:21]1[CH:26]=[CH:25][C:24]([NH:27][C:28](=[O:29])[NH:1][CH2:2][C:3]2[CH:8]=[C:7]([CH:9]=[CH2:10])[C:6]([NH:11][S:12]([CH3:15])(=[O:14])=[O:13])=[C:5]([F:16])[CH:4]=2)=[CH:23][CH:22]=1)([CH3:20])([CH3:18])[CH3:19]. Reported procedure: N-(4-Aminomethyl-2-fluoro-6-vinylphenyl)methanesulfonamide (37.8 mg, 0.11 mmol), 1-tert-butyl-4-isocyanatobenzene (1.2 eq, 0.13 mmol, 22.49 μl), and TEA (3 eq, 0.33 mmol, 45.99 μl) were added in methylene chloride. The reaction mixture was stirred for 12 hrs. The reaction mixture was extracted with methylene chloride. A combined organic layer was washed with H2O and brine, dried over Na2SO4, and concentrated in vacuo. The residue was purified with column chromatography (n-Hx:EA=1:1) to yield tit... The solvent is CN(C=O)C (dimethylformamide). As a reaction SMILES: [OH:1][C:2]1[CH:7]=[CH:6][CH:5]=[CH:4][C:3]=1[C:8](=[O:10])[CH3:9].[CH3:11][O:12][CH2:13]Cl.C(=O)([O-])[O-].[K+].[K+]>CN(C)C=O>[CH3:11][O:12][CH2:13][O:1][C:2]1[CH:7]=[CH:6][CH:5]=[CH:4][C:3]=1[C:8](=[O:10])[CH3:9] |f:2.3.4|. Starting materials: COCCl (chloromethyl methyl ether), C([O-])([O-])=O.[K+].[K+] (potassium carbonate), OC1=C(C=CC=C1)C(C)=O (1-(2-hydroxyphenyl)ethanone). Reported procedure: A 10 g quantity of 1-(2-hydroxyphenyl)ethanone was dissolved in 100 ml of dimethylformamide, and 11.2 ml of chloromethyl methyl ether and 25.4 g of potassium carbonate were added. The mixture was stirred at 50° C. for 6 hours and then at room temperature for 4 days. After insolubles were removed from the reaction mixture by filtration, ice water was added to the filtrate and extraction with ethyl acetate was performed. The organic layer was washed with water and dried over anhydrous magnesium su... Yields the product COCOC1=C(C=CC=C1)C(C)=O (1-(2-methoxymethoxyphenyl)ethanone). Reaction conditions: temperature 50 celsius, time 6 hour.